From a dataset of the Open Reaction Database (ORD), a public repository of structured organic reaction records. describe an organic reaction: reactants, conditions, products, and yield Starting materials: CC(=O)CC(=O)NC(CC(=O)O)C(=O)O, CC(=O)OC(C)=O, CC(=O)[O-], CC(=O)[O-], CCOC(C)=O, CO, [Mg+2]. Yields the product CC(=O)CC(=O)NC1CC(=O)OC1=O. RXN SMILES: [C:1]([CH2:2][C:3](=[O:4])[CH3:5])(=[O:6])[NH:7][CH:8]([CH2:9][C:10](=[O:11])[OH:12])[C:13](=[O:14])[OH:15].[CH3:16][C:17]([O:18][C:19](=[O:20])[CH3:21])=[O:22].[CH3:24][C:25](=[O:26])[O-:27].[CH3:28][C:29](=[O:30])[O-:31].[CH3:32][CH2:33][O:34][C:35](=[O:36])[CH3:37].[CH3:38][OH:39].[Mg+2:23]>>[C:1]([CH2:2][C:3](=[O:4])[CH3:5])(=[O:6])[NH:7][CH:8]1[CH2:9][C:10](=[O:12])[O:15][C:13]1=[O:14]. Starting materials: C(CCCCCCCCCCCCC)O (tetradecanol), C(Cl)C1CO1 (epichlorohydrin), [Sn](Cl)(Cl)(Cl)Cl (tin tetrachloride), C1CO1 (ethylene oxide), C(CCCCCCCCCCCCC)O (tetradecanol). Product: C(C1CO1)OCC1CO1 (glycidyl ether). Reaction SMILES: [CH2:1]([OH:15])[CH2:2][CH2:3]CCCCCCCCCCC.[CH2:16]1[O:18][CH2:17]1.C(C1[O:23][CH2:22]1)Cl.[Sn](Cl)(Cl)(Cl)Cl>>[CH2:22]([O:23][CH2:3][CH:2]1[O:15][CH2:1]1)[CH:17]1[O:18][CH2:16]1. Reported procedure: One mole of tetradecanol ethoxylated with 2 moles of ethylene oxide per mole of tetradecanol and one mole of epichlorohydrin were reacted in the presence of tin tetrachloride at a temperature of 60 to 70° C. and a glycidyl ether was obtained. A solution of 30% sodium hydroxide in water was added at 80° C. After 30 minutes under vigorous stirring at 80° C., the resulting glycidyl ether was separated from the water phase. It had the structure Reactants: ( 35 ), N1C(C(NC2=CC=CC=C12)=O)=O (1,4-dihydro-2,3-quinoxalinedione), ClS(=O)(=O)O (chlorosulfonic acid), ( 43 ), ice, C8H5ClN2O4S. Run at temperature 60 celsius, time 2 hour. Yields the product ClS(=O)(=O)C=1C=C2NC(C(NC2=CC1)=O)=O (6-Chlorosulfonyl-1,4-dihydro-2,3-quinoxalinedione). RXN SMILES: [NH:1]1[C:10]2[C:5](=[CH:6][CH:7]=[CH:8][CH:9]=2)[NH:4][C:3](=[O:11])[C:2]1=[O:12].[Cl:13][S:14](O)(=[O:16])=[O:15]>>[Cl:13][S:14]([C:8]1[CH:9]=[C:10]2[C:5](=[CH:6][CH:7]=1)[NH:4][C:3](=[O:11])[C:2](=[O:12])[NH:1]2)(=[O:16])=[O:15]. Reported procedure: 6-Chlorosulfonyl-1,4-dihydro-2,3-quinoxalinedione was prepared using an adaptation of the method of Keana et al. (J. Org. Chem. 48: 3654 (1983)). To 1,4-dihydro-2,3-quinoxalinedione (1.0 g, 6.2 mmol) was added all at once 3.0 mL of chlorosulfonic acid. The mixture was stirred under N2 at 60° C. for 2 h, allowed to come to room temperature and the solution added slowly dropwise to 25 mL of crushed ice. The resulting solid was vacuum filtered and rinsed with ice/H2O. The white solid was further dr... Reactants: O=C1CCC(=O)N1Br, CCCCCCCCCCCC(=O)NS(=O)(=O)c1ccc(C)cc1, O=C(OOC(=O)c1ccccc1)c1ccccc1, CCOC(C)=O, CCCCCCC, ClC(Cl)(Cl)Cl. The product is CCCCCCCCCCCC(=O)NS(=O)(=O)c1ccc(CBr)cc1. Reaction SMILES: [Br:1][N:2]1[C:3](=[O:4])[CH2:5][CH2:6][C:7]1=[O:8].[C:27]([CH2:28][CH2:29][CH2:30][CH2:31][CH2:32][CH2:33][CH2:34][CH2:35][CH2:36][CH2:37][CH3:38])(=[O:39])[NH:40][S:41](=[O:42])(=[O:43])[c:44]1[cH:45][cH:46][c:47]([CH3:50])[cH:48][cH:49]1.[C:9]([O:10][O:11][C:12](=[O:13])[c:14]1[cH:15][cH:16][cH:17][cH:18][cH:19]1)(=[O:20])[c:21]1[cH:22][cH:23][cH:24][cH:25][cH:26]1.[CH3:51][CH2:52][O:53][C:54](=[O:55])[CH3:56].[CH3:62][CH2:63][CH2:64][CH2:65][CH2:66][CH2:67][CH3:68].[Cl:57][C:58]([Cl:59])([Cl:60])[Cl:61]>>[Br:1][CH2:50][c:47]1[cH:46][cH:45][c:44]([S:41]([NH:40][C:27]([CH2:28][CH2:29][CH2:30][CH2:31][CH2:32][CH2:33][CH2:34][CH2:35][CH2:36][CH2:37][CH3:38])=[O:39])(=[O:42])=[O:43])[cH:49][cH:48]1. Starting materials: CC(C)C(=O)Cl, ClCCl, CCCc1c(C(=O)NC2CC2)nnn1-c1ccc(N)cc1, c1ccncc1. Product: CCCc1c(C(=O)NC2CC2)nnn1-c1ccc(NC(=O)C(C)C)cc1. As a reaction SMILES: [CH3:28][CH:29]([C:30](=[O:31])[Cl:32])[CH3:33].[Cl:34][CH2:35][Cl:36].[NH2:1][c:2]1[cH:3][cH:4][c:5](-[n:8]2[n:9][n:10][c:11]([C:16](=[O:17])[NH:18][CH:19]3[CH2:20][CH2:21]3)[c:12]2[CH2:13][CH2:14][CH3:15])[cH:6][cH:7]1.[cH:22]1[cH:23][cH:24][n:25][cH:26][cH:27]1>>[NH:1]([c:2]1[cH:3][cH:4][c:5](-[n:8]2[n:9][n:10][c:11]([C:16](=[O:17])[NH:18][CH:19]3[CH2:20][CH2:21]3)[c:12]2[CH2:13][CH2:14][CH3:15])[cH:6][cH:7]1)[C:30]([CH:29]([CH3:28])[CH3:33])=[O:31]. Reactants: Cc1c(CO)[nH]c2c(C)cccc12, ClCCl. The product is Cc1c(C=O)[nH]c2c(C)cccc12. Reaction SMILES: [CH3:1][c:2]1[c:3]([CH2:12][OH:13])[nH:4][c:5]2[c:6]([CH3:11])[cH:7][cH:8][cH:9][c:10]12.[Cl:14][CH2:15][Cl:16]>>[CH3:1][c:2]1[c:3]([CH:12]=[O:13])[nH:4][c:5]2[c:6]([CH3:11])[cH:7][cH:8][cH:9][c:10]12.